From a dataset of the Open Reaction Database (ORD), a public repository of structured organic reaction records. describe an organic reaction: reactants, conditions, products, and yield Reactants: ClCC(=O)NC=1N=C2N(N=C(C=C2)OC=2C=C(C=CC2)NC(C2=CC(=CC=C2)C(F)(F)F)=O)C1 (N-[3-({2-[(chloroacetyl)amino]imidazo[1,2-b]pyridazin-6-yl}oxy)phenyl]-3-(trifluoromethyl)benzamide), CN.CO (methylamine methanol). Run in C(C)#N (acetonitrile). The product is CNCC(=O)NC=1N=C2N(N=C(C=C2)OC=2C=C(C=CC2)NC(C2=CC(=CC=C2)C(F)(F)F)=O)C1 (N-[3-({2-[(N-methylglycyl)amino]imidazo[1,2-b]pyridazin-6-yl}oxy)phenyl]-3-(trifluoromethyl)benzamide). The yield is 25.0%. As a reaction SMILES: Cl[CH2:2][C:3]([NH:5][C:6]1[N:7]=[C:8]2[CH:13]=[CH:12][C:11]([O:14][C:15]3[CH:16]=[C:17]([NH:21][C:22](=[O:33])[C:23]4[CH:28]=[CH:27][CH:26]=[C:25]([C:29]([F:32])([F:31])[F:30])[CH:24]=4)[CH:18]=[CH:19][CH:20]=3)=[N:10][N:9]2[CH:34]=1)=[O:4].[CH3:35][NH2:36].CO>C(#N)C>[CH3:35][NH:36][CH2:2][C:3]([NH:5][C:6]1[N:7]=[C:8]2[CH:13]=[CH:12][C:11]([O:14][C:15]3[CH:16]=[C:17]([NH:21][C:22](=[O:33])[C:23]4[CH:28]=[CH:27][CH:26]=[C:25]([C:29]([F:32])([F:31])[F:30])[CH:24]=4)[CH:18]=[CH:19][CH:20]=3)=[N:10][N:9]2[CH:34]=1)=[O:4] |f:1.2|. Procedure details: Using N-[3-({2-[(chloroacetyl)amino]imidazo[1,2-b]pyridazin-6-yl}oxy)phenyl]-3-(trifluoromethyl)benzamide (92 mg, 0.187 mmol), methylamine/methanol (2 mL) solution and acetonitrile (1 mL) as starting materials and in the same manner as in Example 398, the title compound (22 mg, 25%) was obtained as a white powder.